From a dataset of the Open Reaction Database (ORD), a public repository of structured organic reaction records. describe an organic reaction: reactants, conditions, products, and yield The reactants are CC(C)=O, CCOC(=O)Cl, [Na+], [Na], O, O=C([O-])O, N#CC(=NO)C(N)=O. The product is CCOC(=O)ON=C(C#N)C(N)=O. Reaction SMILES: [CH3:21][C:22](=[O:23])[CH3:24].[Cl:10][C:11](=[O:12])[O:13][CH2:14][CH3:15].[Na+:16].[Na:1].[OH2:25].[OH:17][C:18](=[O:19])[O-:20].[OH:2][N:3]=[C:4]([C:5](=[O:6])[NH2:7])[C:8]#[N:9]>>[O:2]([N:3]=[C:4]([C:5](=[O:6])[NH2:7])[C:8]#[N:9])[C:11](=[O:12])[O:13][CH2:14][CH3:15]. The reactants are C(C)(C)OP(=O)(OC(C)C)/C=C/CCN1C2=NC=NC(=C2N=C1)N ((E)-9-[4-(diisopropoxyphosphoryl)but-3-enyl]adenine), Br[Si](C)(C)C (bromotrimethylsilane). Run in ClCCl (dichloromethane). Conditions: time 18 hour. Yields the product P(=O)(O)(O)/C=C/CCN1C2=NC=NC(=C2N=C1)N ((E)-9-(4-phosphonobut-3-enyl)adenine). The yield is 81.6%. RXN SMILES: C([O:4][P:5](/[CH:11]=[CH:12]/[CH2:13][CH2:14][N:15]1[CH:23]=[N:22][C:21]2[C:16]1=[N:17][CH:18]=[N:19][C:20]=2[NH2:24])([O:7]C(C)C)=[O:6])(C)C.Br[Si](C)(C)C>ClCCl>[P:5](/[CH:11]=[CH:12]/[CH2:13][CH2:14][N:15]1[CH:23]=[N:22][C:21]2[C:16]1=[N:17][CH:18]=[N:19][C:20]=2[NH2:24])([OH:7])([OH:6])=[O:4]. Procedure details: To a solution of (E)-9-[4-(diisopropoxyphosphoryl)but-3-enyl]adenine (111 mg, 314 μmol) in dichloromethane (6 ml) was added bromotrimethylsilane (0.9 g, 6.28 mmol) and the mixture was stirred at room temperature under dry nitrogen for 18 hr. The solution was evaporated to dryness and the residue azeotroped with methanol (×3). The residue was purified by column chromatography on reverse phase silica gel eluting with water to give (E)-9-(4-phosphonobut-3-enyl)adenine as a white solid (69 mg, 81%),... Starting materials: BrC1=CC=C(C=C1)O (4-bromophenol), Cl.CN(CCCl)C (2-dimethylaminoethyl chloride hydrochloride), C1(=CC=CC=C1)C (toluene). Solvent: [OH-].[Na+] (NaOH). The product is CN(C)CCCOC1=CC=C(C=C1)Br (4-(N,N-Dimethylaminopropyloxy)phenyl Bromide). RXN SMILES: [Br:1][C:2]1[CH:7]=[CH:6][C:5]([OH:8])=[CH:4][CH:3]=1.Cl.[CH3:10][N:11]([CH3:15])[CH2:12][CH2:13]Cl.[C:16]1(C)C=CC=CC=1>[OH-].[Na+]>[CH3:10][N:11]([CH2:12][CH2:13][CH2:16][O:8][C:5]1[CH:6]=[CH:7][C:2]([Br:1])=[CH:3][CH:4]=1)[CH3:15] |f:1.2,4.5|. Reported procedure: 4-bromophenol (5.0 g, 28.9 mmol) and 2-dimethylaminoethyl chloride hydrochloride (4.6 g, 31.8 mmol) were combined in a mixture of toluene (100 mL) and 1 M NaOH (50 mL) and heated at reflux for 16 h. The layers were separated and the organic phase was washed with 1 M NaOH, dried (MgSO4) and concentrated to yield 4.2 g of the title compound as a yellow oil which was used without further purification. 1H NMR (400 MHz, CDCl3): δ 2.34 (6H, s), 2.72 (2H, t), 4. 01 (2H, t), 6.73 (2H, m), 7.33 (2H, m). The reactants are COC(=O)c1cc(Br)cc2c1cnn2C1CCCC1, CCO, CS(C)=O, Cc1cc(C)c(CN)c(=O)[nH]1, [Na+], [OH-]. Yields the product Cc1cc(C)c(CNC(=O)c2cc(Br)cc3c2cnn3C2CCCC2)c(=O)[nH]1. As a reaction SMILES: [Br:3][c:4]1[cH:5][c:6]([C:18]([O:20][CH3:19])=[O:21])[c:7]2[cH:8][n:9][n:10]([CH:13]3[CH2:14][CH2:15][CH2:16][CH2:17]3)[c:11]2[cH:12]1.[CH3:33][CH2:34][OH:35].[CH3:36][S:37]([CH3:38])=[O:39].[NH2:22][CH2:23][c:24]1[c:25](=[O:32])[nH:26][c:27]([CH3:31])[cH:28][c:29]1[CH3:30].[Na+:2].[OH-:1]>>[Br:3][c:4]1[cH:5][c:6]([C:18](=[O:20])[NH:22][CH2:23][c:24]2[c:25](=[O:32])[nH:26][c:27]([CH3:31])[cH:28][c:29]2[CH3:30])[c:7]2[cH:8][n:9][n:10]([CH:13]3[CH2:14][CH2:15][CH2:16][CH2:17]3)[c:11]2[cH:12]1. Reactants: C(C)(C)(C)OC(=O)N(CC1=CC=C(C=C1)F)CC(CCN(C)OC)NCC(=O)OC (methyl N-{1-{[(tert-butoxycarbonyl)-(4-fluorobenzyl)amino]methyl}-3-[methoxy(methyl)amino]propyl}glycinate), C(=O)(C(F)(F)F)O (TFA). Run in C(Cl)Cl (CH2Cl2). Reaction conditions: time 2 hour. Product: FC1=CC=C(CN2C(CNC(C2)CCN(C)OC)=O)C=C1 (1-(4-Fluorobenzyl)-5-{2-[methoxy(methyl)amino]ethyl}piperazine-2-one). As a reaction SMILES: C(OC([N:8]([CH2:17][CH:18]([NH:25][CH2:26][C:27]([O:29]C)=O)[CH2:19][CH2:20][N:21]([O:23][CH3:24])[CH3:22])[CH2:9][C:10]1[CH:15]=[CH:14][C:13]([F:16])=[CH:12][CH:11]=1)=O)(C)(C)C.C(O)(C(F)(F)F)=O>C(Cl)Cl>[F:16][C:13]1[CH:12]=[CH:11][C:10]([CH2:9][N:8]2[CH2:17][CH:18]([CH2:19][CH2:20][N:21]([O:23][CH3:24])[CH3:22])[NH:25][CH2:26][C:27]2=[O:29])=[CH:15][CH:14]=1. Reported procedure: A solution of methyl N-{1-{[(tert-butoxycarbonyl)-(4-fluorobenzyl)amino]methyl}-3-[methoxy(methyl)amino]propyl}glycinate (1.63 g, 3.82 mmol) in CH2Cl2 (41 mL) was treated with TFA (12.6 mL) at 0° C. The mixture was stirred at ambient temperature under inert atmosphere for 2 h and then concentrated in vacuo. The resulting oil was suspended in water (46 mL) and treated, portion-wise, with solid K2CO3 (3.1 g). The reaction was heated to 100° C. for 30 min. After cooling to ambient temperature, the ... Reactants: NC=1C2=C(N=CN1)N(C=C2C2=CC(=C(C=C2)NC(OC2=CC=CC=C2)=O)OC)C2CCOCC2 (Phenyl N-[4-(4-amino-7-tetrahydro-2H-4-pyranyl-7H-pyrrolo[2,3-d]pyrimidin-5-yl)-2-methoxyphenyl]carbamate), OCC1=CC=C(C=C1)NC(OC(C)(C)C)=O (tert-butyl N-(4-(hydroxymethyl)phenyl)carbamate). Run in N1=CC=CC=C1 (pyridine). Conditions: temperature 100 celsius. The product is NC=1C2=C(N=CN1)N(C=C2C2=CC(=C(C=C2)NC(OCC2=CC=C(C=C2)N)=O)OC)C2CCOCC2 (4-aminobenzyl N-(4-(4-amino-7-tetrahydro-2H-4-pyranyl-7H-pyrrolo[2,3-d]pyrimidin-5-yl)-2-methoxyphenyl)carbamate). Yield: 13.5%. RXN SMILES: [NH2:1][C:2]1[C:3]2[C:10]([C:11]3[CH:16]=[CH:15][C:14]([NH:17][C:18](=[O:26])[O:19]C4C=CC=CC=4)=[C:13]([O:27][CH3:28])[CH:12]=3)=[CH:9][N:8]([CH:29]3[CH2:34][CH2:33][O:32][CH2:31][CH2:30]3)[C:4]=2[N:5]=[CH:6][N:7]=1.O[CH2:36][C:37]1[CH:42]=[CH:41][C:40]([NH:43]C(=O)OC(C)(C)C)=[CH:39][CH:38]=1>N1C=CC=CC=1>[NH2:1][C:2]1[C:3]2[C:10]([C:11]3[CH:16]=[CH:15][C:14]([NH:17][C:18](=[O:26])[O:19][CH2:36][C:37]4[CH:42]=[CH:41][C:40]([NH2:43])=[CH:39][CH:38]=4)=[C:13]([O:27][CH3:28])[CH:12]=3)=[CH:9][N:8]([CH:29]3[CH2:34][CH2:33][O:32][CH2:31][CH2:30]3)[C:4]=2[N:5]=[CH:6][N:7]=1. Reported procedure: Phenyl N-[4-(4-amino-7-tetrahydro-2H-4-pyranyl-7H-pyrrolo[2,3-d]pyrimidin-5-yl)-2-methoxyphenyl]carbamate (51 mg, 0.111 mmol) was mixed with tert-butyl N-(4-(hydroxymethyl)phenyl)carbamate (119 mg, 0.533) in pyridine (0.8 mL). The reaction mixture was heated at 100° C. overnight. The solvent was removed and the residue was purified by preparative reverse phase LC/MS to give 4-aminobenzyl N-(4-(4-amino-7-tetrahydro-2H-4-pyranyl-7H-pyrrolo[2,3-d]pyrimidin-5-yl)-2-methoxyphenyl)carbamate (9 mg, 0.0... Starting materials: C(C)(C)(C)OC(CN1C(=C(C2=CC=CC=C12)C1NS(C2=C1C=CC=C2)(=O)=O)C)=O ([3-(1,1-Dioxo-2,3-dihydro-1H-1λ6-benzo[d]isothiazol-3-yl)-2-methyl-indol-1-yl]-acetic acid tert-butyl ester), IC(C)C (2-iodo propane). Yields the product C(C)(C)N1S(C2=C(C1C1=C(N(C3=CC=CC=C13)CC(=O)O)C)C=CC=C2)(=O)=O ([3-(2-Isopropyl-1,1-dioxo-2,3-dihydro-1H-1λ6-benzo[d]isothiazol-3-yl)-2-methyl-indol-1-yl]-acetic acid). RXN SMILES: C([O:5][C:6](=[O:29])[CH2:7][N:8]1[C:16]2[C:11](=[CH:12][CH:13]=[CH:14][CH:15]=2)[C:10]([CH:17]2[C:21]3[CH:22]=[CH:23][CH:24]=[CH:25][C:20]=3[S:19](=[O:27])(=[O:26])[NH:18]2)=[C:9]1[CH3:28])(C)(C)C.I[CH:31]([CH3:33])[CH3:32]>>[CH:31]([N:18]1[CH:17]([C:10]2[C:11]3[C:16](=[CH:15][CH:14]=[CH:13][CH:12]=3)[N:8]([CH2:7][C:6]([OH:5])=[O:29])[C:9]=2[CH3:28])[C:21]2[CH:22]=[CH:23][CH:24]=[CH:25][C:20]=2[S:19]1(=[O:26])=[O:27])([CH3:33])[CH3:32]. Procedure details: The title compound was prepared by the method described for example 14 using the product from example 3, step c) and 2-iodo propane. 1H NMR (DMSO-d6) δ 7.91-7.88 (m, 1H), 7.63-7.53 (m, 2H), 7.35 (d, J=8.4 Hz, 1H), 7.17-6.78 (m, 4H), 6.14 (s, 1H), 4.98 (s, 2H), 3.68 (sept., J=6.8 Hz, 1H), 2.43 (s, 3H), 1.34 (d, J=6.9 Hz, 3H), 1.02 (d, J=6.9 Hz, 3H); MS: ESI (negative): 397 (M−H). Reactants: O1CCN(CC1)C1=C(C=CC=C1)NC(=S)N (1-(2-morpholinophenyl)thiourea), O.O.O.C(C)(=O)[O-].[Pb+2].C(C)(=O)[O-] (lead acetate trihydrate), [OH-].[K+] (potassium hydroxide). The solvent is O (water), O (water), O (water). Reaction conditions: temperature 90 celsius. Yields the product O1CCN(CC1)C1=C(C=CC=C1)NC#N (N-(2-morpholinophenyl)cyanamide). Reaction SMILES: [O:1]1[CH2:6][CH2:5][N:4]([C:7]2[CH:12]=[CH:11][CH:10]=[CH:9][C:8]=2[NH:13][C:14]([NH2:16])=S)[CH2:3][CH2:2]1.[OH-].[K+].O.O.O.C([O-])(=O)C.[Pb+2].C([O-])(=O)C>O>[O:1]1[CH2:2][CH2:3][N:4]([C:7]2[CH:12]=[CH:11][CH:10]=[CH:9][C:8]=2[NH:13][C:14]#[N:16])[CH2:5][CH2:6]1 |f:1.2,3.4.5.6.7.8|. Procedure details: 1-(2-morpholinophenyl)thiourea (10.6 g) was suspended in boiling water (80 ml) and a solution of potassium hydroxide (25.2 g) in hot water (70 ml) was added. The mixture was heated to 90° C. and aliquot portions of a hot solution of lead acetate trihydrate (17.5 g) in water (80 ml) added and the mixture heated under reflux for 10 minutes and cooled to ambient temperature. The mixture was filtered and the filtrate acidified with acetic acid to pH 6. The solid which formed was separated by filtrat... Procedure details: To a solution of 4-butoxy-7-fluoro-2-neopentyl-1-oxo-1,2-dihydro-3-isoquinolinecarboxylate (3.40 g, 9 mmol) in tetrahydrofuran (20 ml) and ethanol (20 ml) was added sodium hydroxide (1.08 g, 27 mmol). The obtained mixture was refluxed under heating for 3 h. The reaction mixture was pouted into water, and, after making the mixture acidic with 1N hydrochloric acid, extracted with ethyl acetate. The extract was washed with brine, dried over anhydrous magnesium sulfate and concentrated under reduced... Reaction SMILES: [CH2:1]([O:5][C:6]1[C:15]2[C:10](=[CH:11][C:12]([F:16])=[CH:13][CH:14]=2)[C:9](=[O:17])[N:8]([CH2:18][C:19]([CH3:22])([CH3:21])[CH3:20])[C:7]=1[C:23]([O-:25])=[O:24])[CH2:2][CH2:3][CH3:4].[OH-].[Na+].O.Cl>O1CCCC1.C(O)C>[CH2:1]([O:5][C:6]1[C:15]2[C:10](=[CH:11][C:12]([F:16])=[CH:13][CH:14]=2)[C:9](=[O:17])[N:8]([CH2:18][C:19]([CH3:21])([CH3:20])[CH3:22])[C:7]=1[C:23]([OH:25])=[O:24])[CH2:2][CH2:3][CH3:4] |f:1.2|. Yield: 96.7%. The product is C(CCC)OC1=C(N(C(C2=CC(=CC=C12)F)=O)CC(C)(C)C)C(=O)O (4-butoxy-7-fluoro-2-neopentyl-1-oxo-1,2-dihydro-3-isoquinolinecarboxylic acid). Reactants: C(CCC)OC1=C(N(C(C2=CC(=CC=C12)F)=O)CC(C)(C)C)C(=O)[O-] (4-butoxy-7-fluoro-2-neopentyl-1-oxo-1,2-dihydro-3-isoquinolinecarboxylate), [OH-].[Na+] (sodium hydroxide), Cl (hydrochloric acid), O (water). Run in O1CCCC1 (tetrahydrofuran), C(C)O (ethanol). The reactants are BrCc1ccccn1, Br, O=C([O-])[O-], CN1C(=O)C2(C(=O)Nc3ccccc32)c2cc3c(cc21)OCCO3, CN(C)C=O, CCOC(C)=O, [Cs+], [Cs+], O. Yields the product CN1C(=O)C2(C(=O)N(Cc3ccccn3)c3ccccc32)c2cc3c(cc21)OCCO3. Reaction SMILES: [Br:32][CH2:33][c:34]1[n:35][cH:36][cH:37][cH:38][cH:39]1.[BrH:31].[C:25](=[O:26])([O-:27])[O-:28].[CH3:1][N:2]1[C:3](=[O:24])[C:4]2([c:5]3[cH:6][c:7]4[c:8]([cH:9][c:10]31)[O:11][CH2:12][CH2:13][O:14]4)[C:15](=[O:23])[NH:16][c:17]1[cH:18][cH:19][cH:20][cH:21][c:22]12.[CH3:40][N:41]([CH3:42])[CH:43]=[O:44].[CH3:46][CH2:47][O:48][C:49](=[O:50])[CH3:51].[Cs+:29].[Cs+:30].[OH2:45]>>[CH3:1][N:2]1[C:3](=[O:24])[C:4]2([c:5]3[cH:6][c:7]4[c:8]([cH:9][c:10]31)[O:11][CH2:12][CH2:13][O:14]4)[C:15](=[O:23])[N:16]([CH2:33][c:34]1[n:35][cH:36][cH:37][cH:38][cH:39]1)[c:17]1[cH:18][cH:19][cH:20][cH:21][c:22]12.